Dataset: the Open Reaction Database (ORD), a public repository of structured organic reaction records. Task: describe an organic reaction: reactants, conditions, products, and yield The reactants are C(=O)([O-])[O-].[Na+].[Na+] (Na2CO3), BrC1=NC=CC=N1 (2-Bromopyrimidine), C(C)(C)(C)OC(=O)N1[C@@H](COCC1)CC1=CC(=CC=C1)B1OC(C(O1)(C)C)(C)C ((R)-3-[3-(4,4,5,5-tetramethyl-[1,3,2]dioxaborolan-2-yl)-benzyl]-morpholine-4-carboxylic acid tert-butyl ester), CCO (EtOH). The solvent is O1CCOCC1 (dioxane). Conditions: temperature 80 celsius. Yields the product C(C)(C)(C)OC(=O)N1[C@@H](COCC1)CC1=CC(=CC=C1)C1=NC=CC=N1 ((R)-3-(3-Pyrimidin-2-yl-benzyl)-morpholine-4-carboxylic acid tert-butyl ester). Reaction SMILES: Br[C:2]1[N:7]=[CH:6][CH:5]=[CH:4][N:3]=1.[C:8]([O:12][C:13]([N:15]1[CH2:20][CH2:19][O:18][CH2:17][C@H:16]1[CH2:21][C:22]1[CH:27]=[CH:26][CH:25]=[C:24](B2OC(C)(C)C(C)(C)O2)[CH:23]=1)=[O:14])([CH3:11])([CH3:10])[CH3:9].CCO.C([O-])([O-])=O.[Na+].[Na+]>O1CCOCC1>[C:8]([O:12][C:13]([N:15]1[CH2:20][CH2:19][O:18][CH2:17][C@H:16]1[CH2:21][C:22]1[CH:23]=[CH:24][CH:25]=[C:26]([C:2]2[N:7]=[CH:6][CH:5]=[CH:4][N:3]=2)[CH:27]=1)=[O:14])([CH3:11])([CH3:9])[CH3:10] |f:3.4.5|. Procedure details: 2-Bromopyrimidine (43 mg, 0.27 mmol) was added in one portion to a RT solution of (R)-3-[3-(4,4,5,5-tetramethyl-[1,3,2]dioxaborolan-2-yl)-benzyl]-morpholine-4-carboxylic acid tert-butyl ester B-7 (100 mg, 0.25 mmol) in dioxane (0.76 mL) under argon. EtOH (0.38 mL) was then added followed by 2M aq. Na2CO3 (0.38 mL, 0.74 mmol) and argon was bubbled through the resulting suspension for 1 min. Pd(dppf)Cl2.DCM (12 mg, 6 mol %) was added in one portion and the resulting mixture was heated to 80° C. fo... Reactants: [BH3-]C#N, CCOC(C)=O, CC(=O)O, [K+], O=[N+]([O-])c1cccc(C=NO)c1, [Na+], [OH-]. Product: O=[N+]([O-])c1cccc(CNO)c1. As a reaction SMILES: [C:1]([BH3-:2])#[N:3].[CH3:17][CH2:18][O:19][C:20](=[O:21])[CH3:22].[CH3:25][C:26](=[O:27])[OH:28].[K+:24].[N+:5](=[O:6])([O-:7])[c:8]1[cH:9][c:10]([CH:11]=[N:12][OH:13])[cH:14][cH:15][cH:16]1.[Na+:4].[OH-:23]>>[N+:5](=[O:6])([O-:7])[c:8]1[cH:9][c:10]([CH2:11][NH:12][OH:13])[cH:14][cH:15][cH:16]1. Reactants: C(C)(=O)NC[C@H]1CN(C(O1)=O)C=1C=C2CCN(CC2=CC1)C(=O)OCC1=CC=CC=C1 (phenylmethyl 6-[(5S)-5-[(acetylamino)methyl]-2-oxo-3-oxazolidinyl]-3,4-dihydro-2(1H)-isoquinolinecarboxylate). Reagents/catalysts: [OH-].[OH-].[Pd+2] (Pd(OH)2/C). The solvent is CO (MeOH), CO (MeOH), C1CCOC1 (THF). Conditions: time 1 hour. The product is C1NCCC2=CC(=CC=C12)N1C(O[C@H](C1)CNC(C)=O)=O (N-[[(5S)-3-[1,2,3,4-tetrahydro-6-isoquinolinyl]-2-oxo-5-oxazolidinyl]methyl]acetamide). As a reaction SMILES: [C:1]([NH:4][CH2:5][C@@H:6]1[O:10][C:9](=[O:11])[N:8]([C:12]2[CH:13]=[C:14]3[C:19](=[CH:20][CH:21]=2)[CH2:18][N:17](C(OCC2C=CC=CC=2)=O)[CH2:16][CH2:15]3)[CH2:7]1)(=[O:3])[CH3:2]>CO.C1COCC1.[OH-].[OH-].[Pd+2]>[CH2:18]1[C:19]2[C:14](=[CH:13][C:12]([N:8]3[CH2:7][C@H:6]([CH2:5][NH:4][C:1](=[O:3])[CH3:2])[O:10][C:9]3=[O:11])=[CH:21][CH:20]=2)[CH2:15][CH2:16][NH:17]1 |f:3.4.5|. Procedure: A mixture of phenylmethyl 6-[(5S)-5-[(acetylamino)methyl]-2-oxo-3-oxazolidinyl]-3,4-dihydro-2(1H)-isoquinolinecarboxylate (Step 5, 1.71 g, 4.04 mmol) and 20% Pd(OH)2/C (567 mg) in MeOH (40 mL) in a Parr bottle is shaken under 20 psi H2 for 1 hr. The resulting slurry is then diluted with MeOH (100 mL) and THF (100 mL), filtered through Celite to remove the catalyst, and concentrated under reduced pressure to give a quantitative yield of the title compound as an amorphous solid which is used witho... The reactants are CSC1=CC=C(C=C1)CC#N (4-(methylthio)phenylacetonitrile), [I-].[K+] (potassium iodide), intermediate 56, BrCCOCCBr (bis(2-bromoethyl)ether), [H-].[Na+] (sodium hydride). Product: CSC1=CC=C(C=C1)C1(CCOCC1)C#N (4-[4-(methylthio)phenyl]tetrahydro-2H-pyran-4-carbonitrile). Yield: 77.0%. RXN SMILES: [CH3:1][S:2][C:3]1[CH:8]=[CH:7][C:6]([CH2:9][C:10]#[N:11])=[CH:5][CH:4]=1.Br[CH2:13][CH2:14][O:15][CH2:16][CH2:17]Br.[H-].[Na+].[I-].[K+]>>[CH3:1][S:2][C:3]1[CH:8]=[CH:7][C:6]([C:9]2([C:10]#[N:11])[CH2:17][CH2:16][O:15][CH2:14][CH2:13]2)=[CH:5][CH:4]=1 |f:2.3,4.5|. Procedure details: The title compound (5.5 g, 77%, solid after trituration in pentane) was prepared using 4-(methylthio)phenylacetonitrile, bis(2-bromoethyl)ether, sodium hydride and potassium iodide similarly to the procedure used for intermediate 56. Microanalysis: Found: C, 66.62; H, 6.46; N, 5.97%. C13H15NOS requires C, 66.92; H, 6.48; N, 6.00%. Reactants: Cc1ccc(-n2nc(C(C)(C)C)cc2N)cc1, O=C(n1ccnc1)n1ccnc1, ClCCl, Nc1cc(COc2ccc(N)c3ccccc23)ccn1. The product is Cc1ccc(-n2nc(C(C)(C)C)cc2NC(=O)Nc2ccc(OCc3ccnc(N)c3)c3ccccc23)cc1. As a reaction SMILES: [C:13]([CH3:14])([CH3:15])([CH3:16])[c:17]1[n:18][n:19](-[c:23]2[cH:24][cH:25][c:26]([CH3:29])[cH:27][cH:28]2)[c:20]([NH2:22])[cH:21]1.[C:1](=[O:2])([n:3]1[cH:4][cH:5][n:6][cH:7]1)[n:8]1[cH:9][cH:10][n:11][cH:12]1.[Cl:50][CH2:51][Cl:52].[NH2:30][c:31]1[n:32][cH:33][cH:34][c:35]([CH2:37][O:38][c:39]2[cH:40][cH:41][c:42]([NH2:49])[c:43]3[cH:44][cH:45][cH:46][cH:47][c:48]23)[cH:36]1>>[C:1](=[O:2])([NH:22][c:20]1[n:19](-[c:23]2[cH:24][cH:25][c:26]([CH3:29])[cH:27][cH:28]2)[n:18][c:17]([C:13]([CH3:14])([CH3:15])[CH3:16])[cH:21]1)[NH:49][c:42]1[cH:41][cH:40][c:39]([O:38][CH2:37][c:35]2[cH:34][cH:33][n:32][c:31]([NH2:30])[cH:36]2)[c:48]2[c:43]1[cH:44][cH:45][cH:46][cH:47]2. The reactants are C(#N)[BH3-].[Na+] (sodium cyanoborohydride), FC1=CC=C(C=C1)C1=NN2C(N=NC=C2)=C1C1=CC=NC=C1 (7-(4-fluorophenyl)-8-(pyridin-4-yl)pyrazolo[5,1-c][1,2,4]triazine), Cl (hydrochloric acid). The solvent is CO (methanol). Reaction conditions: temperature 80 celsius, time 30 minute. The product is FC1=CC=C(C=C1)C1=NN2C(NNCC2)=C1C1=CC=NC=C1 (7-(4-fluorophenyl)-8-(pyridin-4-yl)-1,2,3,4-tetrahydropyrazolo[5,1-c][1,2,4]triazine). Yield: 92.4%. RXN SMILES: [F:1][C:2]1[CH:7]=[CH:6][C:5]([C:8]2[C:16]([C:17]3[CH:22]=[CH:21][N:20]=[CH:19][CH:18]=3)=[C:11]3[N:12]=[N:13][CH:14]=[CH:15][N:10]3[N:9]=2)=[CH:4][CH:3]=1.C([BH3-])#N.[Na+].Cl>CO>[F:1][C:2]1[CH:7]=[CH:6][C:5]([C:8]2[C:16]([C:17]3[CH:22]=[CH:21][N:20]=[CH:19][CH:18]=3)=[C:11]3[NH:12][NH:13][CH2:14][CH2:15][N:10]3[N:9]=2)=[CH:4][CH:3]=1 |f:1.2|. Procedure details: To a suspension of 7-(4-fluorophenyl)-8-(pyridin-4-yl)pyrazolo[5,1-c][1,2,4]triazine (2.2 g) in methanol (20 ml) was added sodium cyanoborohydride (480 mg). The pH of the mixture was maintained at 3 to 4 for 2 hours with 1N hydrochloric acid. The procedure was repeated three additional times to completely finish the reduction. Then, the mixture was concentrated in vacuo and the residue was dissolved in 2N hydrochloric acid. The mixture was stirred at 80° C. for 30 minutes and cooled. The solutio...